From a dataset of the Open Reaction Database (ORD), a public repository of structured organic reaction records. describe an organic reaction: reactants, conditions, products, and yield The reactants are C(C)C1=C(OC2=C1C=CC=C2)CNC ((3-ethyl-benzofuran-2-ylmethyl)methylamine), C(C)N(C(C)C)C(C)C ((i-Pr)2EtN), Cl.O=C1CNCC2=C(N1)N=CC(=C2)C=CC(=O)O (3-(2-oxo-2,3,4,5-tetrahydro-1H-pyrido[2,3-e][1,4]diazepin-7-yl)acrylic acid hydrochloride), C=1C=CC2=C(C1)N=NN2O (HOBt), C(CCl)Cl (EDC). Run in CN(C)C=O (DMF), O (water). Run at time 8 hour. Yields the product C(C)C1=C(OC2=C1C=CC=C2)CN(C(\C=C\C2=CC1=C(NC(CNC1)=O)N=C2)=O)C ((E)-N-(3-ethyl-benzofuran-2-ylmethyl)-N-methyl-3-(2-oxo-2,3,4,5-tetrahydro-1H-pyrido[2,3-e][1,4]diazepin-7-yl)acrylamide). Isolated yield 37.9%. As a reaction SMILES: [CH2:1]([C:3]1[C:7]2[CH:8]=[CH:9][CH:10]=[CH:11][C:6]=2[O:5][C:4]=1[CH2:12][NH:13][CH3:14])[CH3:2].C(N(C(C)C)C(C)C)C.Cl.[O:25]=[C:26]1[NH:32][C:31]2[N:33]=[CH:34][C:35]([CH:37]=[CH:38][C:39]([OH:41])=O)=[CH:36][C:30]=2[CH2:29][NH:28][CH2:27]1.C1C=CC2N(O)N=NC=2C=1.C(Cl)CCl>CN(C=O)C.O>[CH2:1]([C:3]1[C:7]2[CH:8]=[CH:9][CH:10]=[CH:11][C:6]=2[O:5][C:4]=1[CH2:12][N:13]([CH3:14])[C:39](=[O:41])/[CH:38]=[CH:37]/[C:35]1[CH:34]=[N:33][C:31]2[NH:32][C:26](=[O:25])[CH2:27][NH:28][CH2:29][C:30]=2[CH:36]=1)[CH3:2] |f:2.3|. Procedure details: A solution of (3-ethyl-benzofuran-2-ylmethyl)methylamine (185 mg, 0.979 mmol) and (i-Pr)2EtN (0.427 mL, 2.44 mmol) in DMF (25 mL) was treated successively with 3-(2-oxo-2,3,4,5-tetrahydro-1H-pyrido[2,3-e][1,4]diazepin-7-yl)acrylic acid hydrochloride (250 mg, 0.816 mmol), HOBt (115 mg, 0.856 mmol), and EDC (316 mg, 2.44 mmol). After stirring overnight at room temperature, the mixture was diluted with water and then extracted with EtOAc (3×). The combined organics were washed with brine and dried,... Isolated yield 95.0%. Reactants: FC1=C(C=C(C(=C1)Cl)OS(=O)(=O)C)N1N=C(C(=C1C)C)C (1-(2-fluoro-4-chloro-5-methylsulfonyloxyphenyl)- 3,4,5-trimethylpyrazole), [OH-].[Na+] (sodium hydroxide), Cl (hydrochloric acid). Conditions: temperature 40 celsius, time 30 minute. Yields the product FC1=C(C=C(C(=C1)Cl)O)N1N=C(C(=C1C)C)C (1-(2-fluoro-4-chloro-5-hydroxyphenyl)-3,4,5-trimethylpyrazole). Reaction SMILES: [F:1][C:2]1[CH:7]=[C:6]([Cl:8])[C:5]([O:9]S(C)(=O)=O)=[CH:4][C:3]=1[N:14]1[C:18]([CH3:19])=[C:17]([CH3:20])[C:16]([CH3:21])=[N:15]1.[OH-].[Na+].Cl>C(O)C>[F:1][C:2]1[CH:7]=[C:6]([Cl:8])[C:5]([OH:9])=[CH:4][C:3]=1[N:14]1[C:18]([CH3:19])=[C:17]([CH3:20])[C:16]([CH3:21])=[N:15]1 |f:1.2|. Run in C(C)O (ethanol). Procedure details: A mixture of 1-(2-fluoro-4-chloro-5-methylsulfonyloxyphenyl)- 3,4,5-trimethylpyrazole (33.3 g), 2N aqueous sodium hydroxide (100 ml) and ethanol (50 ml) was stirred at 40° C. for 30 minutes. After cooling, the reaction mixture was acidified with aqueous hydrochloric acid and then extracted wth toluene. The toluene layer thus obtained was washed with water and dried over anhydrous sodium sulfate. Removal of the solvent by distillation in vacuo gave the titled compound (24.2 g) as a pale yellow cr... The reactants are S1C=CC2=C1C=CC(=C2)CCOCCC(=O)N2CC(C2)O (3-[2-(1-benzothiophen-5-yl)ethoxy]-1-(3-hydroxy-1-azetidinyl)-1-propanone), C(C)(C)N(C(C)C)CC (N,N-diisopropylethyl-amine), O (Water), COCCl (chloromethyl methyl ether). The solvent is C(Cl)Cl (methylene chloride), C(C)(=O)OCC (ethyl acetate). Reaction conditions: temperature 5 celsius, time 17 hour. Product: S1C=CC2=C1C=CC(=C2)CCOCCC(=O)N2CC(C2)OCOC (3-[2-(1-benzothiophen-5-yl)ethoxy]-1-[3-(methoxymethoxy)-1-azetidinyl]-1-propanone). Reaction SMILES: [S:1]1[C:5]2[CH:6]=[CH:7][C:8]([CH2:10][CH2:11][O:12][CH2:13][CH2:14][C:15]([N:17]3[CH2:20][CH:19]([OH:21])[CH2:18]3)=[O:16])=[CH:9][C:4]=2[CH:3]=[CH:2]1.C(N(CC)C(C)C)(C)C.[CH3:31][O:32][CH2:33]Cl.O>C(Cl)Cl.C(OCC)(=O)C>[S:1]1[C:5]2[CH:6]=[CH:7][C:8]([CH2:10][CH2:11][O:12][CH2:13][CH2:14][C:15]([N:17]3[CH2:20][CH:19]([O:21][CH2:31][O:32][CH3:33])[CH2:18]3)=[O:16])=[CH:9][C:4]=2[CH:3]=[CH:2]1. Reported procedure: In 8.5 mL of methylene chloride was dissolved 1.52 g of 3-[2-(1-benzothiophen-5-yl)ethoxy]-1-(3-hydroxy-1-azetidinyl)-1-propanone, and 2.6 mL of N,N-diisopropylethyl-amine was added to the solution. After the resulting mixture was cooled to 5° C., 1.0 mL of chloromethyl methyl ether was added thereto, followed by stirring at room temperature for 17 hours. Water and ethyl acetate were added to the reaction mixture and the organic layer was separated. The organic layer was washed with a saturated ... The reactants are C=CCN1C2CCC(O[Si](C)(C)C(C)(C)C)C1(c1ccccc1)CC2, CO, Cl. Product: C=CCN1C2CCC(O)C1(c1ccccc1)CC2. As a reaction SMILES: [C:1]([Si:2]([CH3:3])([CH3:4])[O:6][CH:7]1[C:8]2([c:18]3[cH:19][cH:20][cH:21][cH:22][cH:23]3)[CH2:9][CH2:10][CH:11]([CH2:12][CH2:13]1)[N:14]2[CH2:15][CH:16]=[CH2:17])([CH3:5])([CH3:24])[CH3:25].[CH3:27][OH:28].[ClH:26]>>[OH:6][CH:7]1[C:8]2([c:18]3[cH:19][cH:20][cH:21][cH:22][cH:23]3)[CH2:9][CH2:10][CH:11]([CH2:12][CH2:13]1)[N:14]2[CH2:15][CH:16]=[CH2:17]. The reactants are CC=1C=NN(C(C1)=O)CC(=O)OCC (ethyl [4-methyl-6-oxopyridazin-1(6H)-yl]acetate), C[Si](N[Si](C)(C)C)(C)C.[Li] (lithium hexamethyldisilazane), CI (methyl iodide). The solvent is O1CCCC1 (tetrahydrofuran). Conditions: temperature -78 celsius, time 15 minute. Yields the product CC=1C=NN(C(C1)=O)C(C(=O)OCC)C (ethyl 2-[4-methyl-6-oxopyridazin-1(6H)-yl]propanoate). RXN SMILES: [CH3:1][C:2]1[CH:3]=[N:4][N:5]([CH2:9][C:10]([O:12][CH2:13][CH3:14])=[O:11])[C:6](=[O:8])[CH:7]=1.[CH3:15][Si](C)(C)N[Si](C)(C)C.[Li].CI>O1CCCC1>[CH3:1][C:2]1[CH:3]=[N:4][N:5]([CH:9]([CH3:15])[C:10]([O:12][CH2:13][CH3:14])=[O:11])[C:6](=[O:8])[CH:7]=1 |f:1.2,^1:23|. Reported procedure: To ethyl [4-methyl-6-oxopyridazin-1(6H)-yl]acetate (0.132 g, 0.673 mmol) in tetrahydrofuran (4 mL) at −78° C. was added 1M lithium hexamethyldisilazane solution (0.74 mL). The reaction mixture was stirred at −78° C. for 15 min then was added methyl iodide (0.046 mL, 0.74 mmol). After being stirred at −78° C. for 2 h, the reaction mixture was allowed to warm to ambient temperature over 0.5 h. Removal of the volatiles in vacuo followed by purification using a Biotage Horizon® system (0-50% ethyl a... Starting materials: CCOC(C)=O, CC(C)CCOc1ccc([N+](=O)[O-])cc1, [H][H]. Product: CC(C)CCOc1ccc(N)cc1. As a reaction SMILES: [CH3:18][CH2:19][O:20][C:21](=[O:22])[CH3:23].[CH3:1][CH:2]([CH2:3][CH2:4][O:5][c:6]1[cH:7][cH:8][c:9]([N+:12]([O-:13])=[O:14])[cH:10][cH:11]1)[CH3:15].[H:16][H:17]>>[CH3:1][CH:2]([CH2:3][CH2:4][O:5][c:6]1[cH:7][cH:8][c:9]([NH2:12])[cH:10][cH:11]1)[CH3:15]. The reactants are [H-].[Al+3].[Li+].[H-].[H-].[H-] (lithium aluminum hydride), O (water), S(O)(O)(=O)=O (sulfuric acid), COC(=O)C=1C(NC2=CC=CC=C2C1)=O (3-methoxycarbonylcarbostyril), [H-].[Al+3].[Li+].[H-].[H-].[H-] (lithium aluminum hydride). The solvent is O1CCCC1 (tetrahydrofuran). Yields the product OCC=1C(NC2=CC=CC=C2C1)=O (3-hydroxymethylcarbostyril). The yield is 26.8%. RXN SMILES: [H-].[Al+3].[Li+].[H-].[H-].[H-].C[O:8][C:9]([C:11]1[C:12](=[O:21])[NH:13][C:14]2[C:19]([CH:20]=1)=[CH:18][CH:17]=[CH:16][CH:15]=2)=O.O.S(=O)(=O)(O)O>O1CCCC1>[OH:8][CH2:9][C:11]1[C:12](=[O:21])[NH:13][C:14]2[C:19]([CH:20]=1)=[CH:18][CH:17]=[CH:16][CH:15]=2 |f:0.1.2.3.4.5|. Procedure: 16 Grams of lithium aluminum hydride was suspended in 200 ml of dried tetrahydrofuran, then 16 g of 3-methoxycarbonylcarbostyril was added thereto at a room temperature with stirring. The reaction mixture was further stirred for 5 hours at a room temperature. The excess lithium aluminum hydride in the reaction mixture was decomposed by adding ethyl acetated dropwise. Further, water was added to the reaction mixture and concentrated under a reduced pressure to obtain residue. To the residue was a...